Dataset: the Open Reaction Database (ORD), a public repository of structured organic reaction records. Task: describe an organic reaction: reactants, conditions, products, and yield Reactants: O(C1=CC=CC=C1)C(C(=O)OCC)C (ethyl 2-phenoxypropanoate), [OH-].[Na+] (NaOH). The solvent is CCO (EtOH), O (H2O). Conditions: time 30 minute. Product: O(C1=CC=CC=C1)C(C(=O)O)C (2-phenoxypropanoic acid). The yield is 735.5%. RXN SMILES: [O:1]([CH:8]([CH3:14])[C:9]([O:11]CC)=[O:10])[C:2]1[CH:7]=[CH:6][CH:5]=[CH:4][CH:3]=1.[OH-].[Na+]>CCO.O>[O:1]([CH:8]([CH3:14])[C:9]([OH:11])=[O:10])[C:2]1[CH:7]=[CH:6][CH:5]=[CH:4][CH:3]=1 |f:1.2|. Procedure: To a solution of ethyl 2-phenoxypropanoate (1.8 g, 0.9 mmol) in EtOH (16 ml) was added a solution of NaOH (0.44 g, 1.1 mmol) in H2O (4 ml) at 25° C. The mixture was stirred for 30 min before being concentrated. The residue had water (20 mL) added and washed with ethyl acetate (2×20 mL). The aqueous layer was acidified with 2N HCL until pH 3 and extracted with ethyl acetate (2×20 mL). The combined organic layers were washed with brine (30 mL), dried over Na2SO4 and concentrated to give the title ... The reactants are Cl, Oc1ccccc1O, O=S(=O)(Cl)Cl. Yields the product Oc1ccc(Cl)cc1O. RXN SMILES: [Cl:9].[OH:1][c:2]1[cH:3][cH:4][cH:5][cH:6][c:7]1[OH:8].[S:10]([Cl:11])(=[O:12])([Cl:13])=[O:14]>>[OH:1][c:2]1[cH:3][cH:4][c:5]([Cl:13])[cH:6][c:7]1[OH:8]. Reactants: ClC1=NC=2C=C3C(=CC2C(=C1)C)OC([C@H]1[C@@H]3O1)(C)C ((3R*,4R*)-7-chloro-3,4-epoxy-2,2,9-trimethyl-3,4-dihydro-2H-pyrano[2,3-g]quinoline), O.N (ammonia water). Run in C(C)O (ethanol). Conditions: temperature 90 celsius, time 3 hour. Yields the product N[C@@H]1[C@H](C(OC2=CC=3C(=CC(=NC3C=C21)Cl)C)(C)C)O ((3R*,4S*)-4-amino-7-chloro-2,2,9-trimethyl-3,4-dihydro-2H-pyrano[2,3-g]quinolin-3-ol). Isolated yield 86.0%. RXN SMILES: [Cl:1][C:2]1[CH:11]=[C:10]([CH3:12])[C:9]2[CH:8]=[C:7]3[O:13][C:14]([CH3:19])([CH3:18])[C@@H:15]4[O:17][C@@H:16]4[C:6]3=[CH:5][C:4]=2[N:3]=1.O.[NH3:21]>C(O)C>[NH2:21][C@H:16]1[C:6]2[C:7](=[CH:8][C:9]3[C:10]([CH3:12])=[CH:11][C:2]([Cl:1])=[N:3][C:4]=3[CH:5]=2)[O:13][C:14]([CH3:19])([CH3:18])[C@@H:15]1[OH:17] |f:1.2|. Procedure: To a solution of (3R*,4R*)-7-chloro-3,4-epoxy-2,2,9-trimethyl-3,4-dihydro-2H-pyrano[2,3-g]quinoline (2.0 g, 7.25 mmol) in ethanol (20 mL), ammonia water (10 mL) was added, and the resulting mixture was stirred in a sealed tube at 90° C. for 3 hours. Upon the completion of the reaction, the reaction solution was concentrated, and ethyl acetate was added thereto, The resulting solution was washed with water and then with saturated sodium chloride solution, and dried over magnesium sulfate and conc... The reactants are FC1=C(COC2=CC=C(C=N[C@H](C(=O)N)C)C=C2)C=CC=C1 ((S)-2-[4-(2-fluorobenzyloxy)benzylideneamino]propanamide), FC1=C(CC=2C=C(CN[C@H](C(=O)N)C)C=CC2OCC2=C(C=CC=C2)F)C=CC=C1 ((S)-2-[3-(2-fluorobenzyl)-4-(2-fluorobenzyloxy)-benzylamino]propanamide). Product: FC1=C(COC2=CC=C(CN[C@H](C(=O)N)C)C=C2)C=CC=C1 ((S)-2-[4-(2-Fluorobenzyloxy)benzylamino]propanamide). Isolated yield 93.0%. As a reaction SMILES: [F:1][C:2]1[CH:22]=[CH:21][CH:20]=[CH:19][C:3]=1[CH2:4][O:5][C:6]1[CH:18]=[CH:17][C:9]([CH:10]=[N:11][C@@H:12]([CH3:16])[C:13]([NH2:15])=[O:14])=[CH:8][CH:7]=1.FC1C=CC=CC=1CC1C=C(C=CC=1OCC1C=CC=CC=1F)CN[C@@H](C)C(N)=O>>[F:1][C:2]1[CH:22]=[CH:21][CH:20]=[CH:19][C:3]=1[CH2:4][O:5][C:6]1[CH:7]=[CH:8][C:9]([CH2:10][NH:11][C@@H:12]([CH3:16])[C:13]([NH2:15])=[O:14])=[CH:17][CH:18]=1. Procedure: (S)-2-[4-(2-Fluorobenzyloxy)benzylamino]propanamide is prepared in a 93% yield from (S)-2-[4-(2-fluorobenzyloxy)benzylideneamino]propanamide by following the same procedure of Example 8, step b). The content of (S)-2-[3-(2-fluorobenzyl)-4-(2-fluorobenzyloxy)-benzylamino]propanamide is 0.02% by weight determined by HPLC (see Example 17B). Reactants: [I-].C[S+](C)C (trimethylsulphonium iodide), [H-].[Na+] (sodium hydride), O (water), ClC1=CC=C2C=CC(=NC2=C1)/C=C/C=1C=C(C=O)C=CC1 (3-[(E)-2-(7-chloro-quinolin-2-yl)-vinyl]-benzaldehyde). Solvent: CS(=O)C (DMSO), C(C)(=O)OCC (ethyl acetate), C1CCOC1 (THF). Reaction conditions: temperature 10 celsius, time 2 hour. Yields the product ClC1=CC=C2C=CC(=NC2=C1)\C=C\C1=CC(=CC=C1)C1OC1 (7-Chloro-2-[(E)-2-(3-oxiranyl-phenyl)-vinyl]-quinoline). The yield is 66.7%. RXN SMILES: [I-].[CH3:2][S+](C)C.[H-].[Na+].[Cl:8][C:9]1[CH:18]=[C:17]2[C:12]([CH:13]=[CH:14][C:15](/[CH:19]=[CH:20]/[C:21]3[CH:22]=[C:23]([CH:26]=[CH:27][CH:28]=3)[CH:24]=[O:25])=[N:16]2)=[CH:11][CH:10]=1.O>CS(C)=O.C1COCC1.C(OCC)(=O)C>[Cl:8][C:9]1[CH:18]=[C:17]2[C:12]([CH:13]=[CH:14][C:15](/[CH:19]=[CH:20]/[C:21]3[CH:28]=[CH:27][CH:26]=[C:23]([CH:24]4[CH2:2][O:25]4)[CH:22]=3)=[N:16]2)=[CH:11][CH:10]=1 |f:0.1,2.3|. Reported procedure: To a solution of trimethylsulphonium iodide (7.66 g, 37.54 mmol) in dry DMSO (50 ml), under nitrogen was added 50% sodium hydride (1.8 g, 37.54 mmol). The solution was cooled to 10° C. A suspension of 3-[(E)-2-(7-chloro-quinolin-2-yl)-vinyl]-benzaldehyde 29 (10.0 g, 34.12 mmol) in THF (50 ml) was added to the above solution in one portion. The reaction mixture was stirred at ambient conditions for 2 hours and poured into water (1.0 L) followed by usual work in ethyl acetate, and FC to give the e... Reactants: [BH4-], COC(CN=Cc1cc(Br)c(C)s1)OC, CCO, [Na+]. The product is COC(CNCc1cc(Br)c(C)s1)OC. As a reaction SMILES: [BH4-:16].[Br:1][c:2]1[cH:3][c:4]([CH:8]=[N:9][CH2:10][CH:11]([O:12][CH3:13])[O:14][CH3:15])[s:5][c:6]1[CH3:7].[CH3:18][CH2:19][OH:20].[Na+:17]>>[Br:1][c:2]1[cH:3][c:4]([CH2:8][NH:9][CH2:10][CH:11]([O:12][CH3:13])[O:14][CH3:15])[s:5][c:6]1[CH3:7]. Starting materials: [BH3-]C#N, CCOC(=O)C(N)Cc1ccc(O)cc1, CC=O, Cl, [Na+]. Product: CCNC(Cc1ccc(O)cc1)C(=O)OCC. Reaction SMILES: [C:20]([BH3-:21])#[N:22].[CH2:2]([CH3:3])[O:4][C:5]([CH:6]([NH2:7])[CH2:8][c:9]1[cH:10][cH:11][c:12]([OH:15])[cH:13][cH:14]1)=[O:16].[CH:17]([CH3:18])=[O:19].[ClH:1].[Na+:23]>>[CH2:2]([CH3:3])[O:4][C:5]([CH:6]([NH:7][CH2:17][CH3:18])[CH2:8][c:9]1[cH:10][cH:11][c:12]([OH:15])[cH:13][cH:14]1)=[O:16]. Reactants: C(=O)(C(F)(F)F)O (TFA), NC=1C(=NC(=CN1)C1=CC=C(C=C1)S(=O)(=O)C(C)C)N1CC(CC1)NC(OC(C)(C)C)=O (tert-butyl 1-(3-amino-6-(4-(isopropylsulfonyl)phenyl)pyrazin-2-yl)pyrrolidin-3-ylcarbamate), C(=O)(C(F)(F)F)O (TFA). The solvent is C(Cl)Cl (DCM). Conditions: time 17 hour. The product is NC1CN(CC1)C=1C(=NC=C(N1)C1=CC=C(C=C1)S(=O)(=O)C(C)C)N (3-(3-Aminopyrrolidin-1-yl)-5-(4-isopropylsulfonylphenyl)pyrazin-2-amine). Yield: 47.7%. As a reaction SMILES: C(O)(C(F)(F)F)=O.[NH2:8][C:9]1[C:10]([N:27]2[CH2:31][CH2:30][CH:29]([NH:32]C(=O)OC(C)(C)C)[CH2:28]2)=[N:11][C:12]([C:15]2[CH:20]=[CH:19][C:18]([S:21]([CH:24]([CH3:26])[CH3:25])(=[O:23])=[O:22])=[CH:17][CH:16]=2)=[CH:13][N:14]=1>C(Cl)Cl>[NH2:32][CH:29]1[CH2:30][CH2:31][N:27]([C:10]2[C:9]([NH2:8])=[N:14][CH:13]=[C:12]([C:15]3[CH:16]=[CH:17][C:18]([S:21]([CH:24]([CH3:25])[CH3:26])(=[O:23])=[O:22])=[CH:19][CH:20]=3)[N:11]=2)[CH2:28]1. Procedure: TFA (200 μL, 2.596 mmol) was added to a stirred solution of tert-butyl 1-(3-amino-6-(4-(isopropylsulfonyl)phenyl)pyrazin-2-yl)pyrrolidin-3-ylcarbamate (46 mg, 0.09966 mmol) in DCM (5 mL) at ambient temperature. The reaction was stirred at this temperature for 17 hours. A further portion of TFA (200 μL, 2.596 mmol) was added and the reaction stirred at ambient temperature for a further 2 hours. The solvent was removed in vacuo and the residue was azeotroped with DCM/ether (×3). The residue was pa... The reactants are CO, Cl, CC(C)(F)CCC1CC(C(Cc2ccccc2)NC(=O)c2cnc3ccccc3n2)OC1=O, [K+], NO, [OH-]. Yields the product CC(C)(F)CCC(CC(O)C(Cc1ccccc1)NC(=O)c1cnc2ccccc2n1)C(=O)NO. Reaction SMILES: [CH3:39][OH:40].[ClH:1].[F:6][C:7]([CH2:8][CH2:9][CH:10]1[CH2:11][CH:12]([CH:16]([CH2:17][c:18]2[cH:19][cH:20][cH:21][cH:22][cH:23]2)[NH:24][C:25](=[O:26])[c:27]2[n:28][c:29]3[cH:30][cH:31][cH:32][cH:33][c:34]3[n:35][cH:36]2)[O:13][C:14]1=[O:15])([CH3:37])[CH3:38].[K+:5].[NH2:2][OH:3].[OH-:4]>>[NH:2]([OH:3])[C:14]([CH:10]([CH2:9][CH2:8][C:7]([F:6])([CH3:37])[CH3:38])[CH2:11][CH:12]([OH:13])[CH:16]([CH2:17][c:18]1[cH:19][cH:20][cH:21][cH:22][cH:23]1)[NH:24][C:25](=[O:26])[c:27]1[n:28][c:29]2[cH:30][cH:31][cH:32][cH:33][c:34]2[n:35][cH:36]1)=[O:15].